This data is from the Open Reaction Database (ORD), a public repository of structured organic reaction records. The task is: describe an organic reaction: reactants, conditions, products, and yield Product: CCC(CC)CCC(=O)N1CCCCC1. RXN SMILES: [CH2:11]1[CH2:12][CH2:13][NH:14][CH2:15][CH2:16]1.[CH2:1]([CH3:2])[CH:3]([CH2:4][CH2:5][C:6](=[O:7])[OH:8])[CH2:9][CH3:10].[CH3:34][CH2:35][O:36][C:37](=[O:38])[CH3:39].[ClH:28].[O:29]=[CH:30][N:31]([CH3:32])[CH3:33].[OH2:27].[OH:17][n:18]1[c:19]2[c:20]([cH:21][cH:22][cH:23][cH:24]2)[n:25][n:26]1>>[CH2:1]([CH3:2])[CH:3]([CH2:4][CH2:5][C:6](=[O:8])[N:14]1[CH2:13][CH2:12][CH2:11][CH2:16][CH2:15]1)[CH2:9][CH3:10]. Reactants: C1CCNCC1, CCC(CC)CCC(=O)O, CCOC(C)=O, Cl, CN(C)C=O, O, On1nnc2ccccc21. Starting materials: C(CCC)(=O)C=1C=NC2=C(C=CC=C2C1Cl)C (3-Butyryl-4-chloro-8-methylquinoline), CC1=C(N)C=CC=C1 (2-methylaniline). The solvent is O1CCCC1 (tetrahydrofuran). The product is C(CCC)(=O)C=1C=NC2=C(C=CC=C2C1NC1=C(C=CC=C1)C)C (3-butyryl-4-(2-methylphenylamino)-8-methylquinoline). Yield: 20.4%. RXN SMILES: [C:1]([C:6]1[CH:7]=[N:8][C:9]2[C:14]([C:15]=1Cl)=[CH:13][CH:12]=[CH:11][C:10]=2[CH3:17])(=[O:5])[CH2:2][CH2:3][CH3:4].[CH3:18][C:19]1[CH:25]=[CH:24][CH:23]=[CH:22][C:20]=1[NH2:21]>O1CCCC1>[C:1]([C:6]1[CH:7]=[N:8][C:9]2[C:14]([C:15]=1[NH:21][C:20]1[CH:22]=[CH:23][CH:24]=[CH:25][C:19]=1[CH3:18])=[CH:13][CH:12]=[CH:11][C:10]=2[CH3:17])(=[O:5])[CH2:2][CH2:3][CH3:4]. Procedure: 3-Butyryl-4-chloro-8-methylquinoline (4.95 g, 20 mmol), 2-methylaniline (4.27 ml, 40 mmol) and tetrahydrofuran (20 ml) were heated at reflux for 30 minutes, the solvent evaporated and the residue triturated with ethyl acetate/ethanol. The hydrochloride salt was filtered off, converted to free base and recrystallised from ethyl acetate/petroleum ether then from aqueous methanol, to give 3-butyryl-4-(2-methylphenylamino)-8-methylquinoline (1.3 g), m.p. 110°-112°.